describe an organic reaction: reactants, conditions, products, and yield From a dataset of the Open Reaction Database (ORD), a public repository of structured organic reaction records. Yield: 98.2%. Reactants: FC1=CC=C(C=2C=COC21)/C=C/C#N ((E)-3-(7-fluoro-benzofuran-4-yl)-acrylonitrile). Procedure: A solution of (E)-3-(7-fluoro-benzofuran-4-yl)-acrylonitrile (0.25 g) in ethanol (25 ml), ammonia (0.88; 10 ml) containing 10% palladium on charcoal (50 mg; 50% wet paste) and 5% rhodium on charcoal (50 mg) was hydrogenated at 70 psi and 70° for 18 h. The solution was filtered through hyflo and evaporated to dryness and the residue purified by column chromatography. Eluting with dichloromethane/ethanol/ammonia 100:8:1 gave the title compound (256 mg). As a reaction SMILES: [F:1][C:2]1[C:10]2[O:9][CH:8]=[CH:7][C:6]=2[C:5](/[CH:11]=[CH:12]/[C:13]#[N:14])=[CH:4][CH:3]=1>C(O)C.N.[Pd].[Rh]>[F:1][C:2]1[C:10]2[O:9][CH2:8][CH2:7][C:6]=2[C:5]([CH2:11][CH2:12][CH2:13][NH2:14])=[CH:4][CH:3]=1. Yields the product FC1=CC=C(C=2CCOC21)CCCN (3-(7-Fluoro-2,3-dihydro-benzofuran-4-yl)-propylamine). Conditions: time 18 hour. Reagents/catalysts: [Pd] (palladium on charcoal), [Rh] (rhodium). Run in C(C)O (ethanol), N (ammonia). The reactants are COc1cccc(C=CC(=O)O)c1OC, CC(F)(F)c1ccc(Cn2ccc(N)n2)o1. Yields the product COc1cccc(C=CC(=O)Nc2ccn(Cc3ccc(C(C)(F)F)o3)n2)c1OC. RXN SMILES: [CH3:17][O:18][c:19]1[c:20]([CH:27]=[CH:28][C:29](=[O:30])[OH:31])[cH:21][cH:22][cH:23][c:24]1[O:25][CH3:26].[F:1][C:2]([CH3:3])([F:4])[c:5]1[cH:6][cH:7][c:8]([CH2:10][n:11]2[n:12][c:13]([NH2:16])[cH:14][cH:15]2)[o:9]1>>[F:1][C:2]([CH3:3])([F:4])[c:5]1[cH:6][cH:7][c:8]([CH2:10][n:11]2[n:12][c:13]([NH:16][C:29]([CH:28]=[CH:27][c:20]3[c:19]([O:18][CH3:17])[c:24]([O:25][CH3:26])[cH:23][cH:22][cH:21]3)=[O:30])[cH:14][cH:15]2)[o:9]1. Starting materials: CCCCCCCCCCCCc1ccc(O)cc1, CC(=O)O, O=[N+]([O-])O. RXN SMILES: [CH2:1]([CH2:2][CH2:3][CH2:4][CH2:5][CH2:6][CH2:7][CH2:8][CH2:9][CH2:10][CH2:11][CH3:12])[c:13]1[cH:14][cH:15][c:16]([OH:19])[cH:17][cH:18]1.[CH3:24][C:25](=[O:26])[OH:27].[OH:20][N+:21]([O-:22])=[O:23]>>[CH2:1]([CH2:2][CH2:3][CH2:4][CH2:5][CH2:6][CH2:7][CH2:8][CH2:9][CH2:10][CH2:11][CH3:12])[c:13]1[cH:14][cH:15][c:16]([OH:19])[c:17]([N+:21](=[O:20])[O-:22])[cH:18]1. The product is CCCCCCCCCCCCc1ccc(O)c([N+](=O)[O-])c1. Starting materials: O=C(O)c1[nH]ncc1Cl, CC1(c2cc(N)ccc2F)N=C(N)OCC1(F)F. Product: CC1(c2cc(NC(=O)c3[nH]ncc3Cl)ccc2F)N=C(N)OCC1(F)F. Reaction SMILES: [Cl:19][c:20]1[c:21]([C:25](=[O:26])[OH:27])[nH:22][n:23][cH:24]1.[NH2:1][c:2]1[cH:3][cH:4][c:5]([F:18])[c:6]([C:8]2([CH3:17])[N:9]=[C:10]([NH2:16])[O:11][CH2:12][C:13]2([F:14])[F:15])[cH:7]1>>[NH:1]([c:2]1[cH:3][cH:4][c:5]([F:18])[c:6]([C:8]2([CH3:17])[N:9]=[C:10]([NH2:16])[O:11][CH2:12][C:13]2([F:14])[F:15])[cH:7]1)[C:25]([c:21]1[c:20]([Cl:19])[cH:24][n:23][nH:22]1)=[O:26].